From a dataset of the Open Reaction Database (ORD), a public repository of structured organic reaction records. describe an organic reaction: reactants, conditions, products, and yield The reactants are C[Mg]Br (methylmagnesium bromide), CCOCC (ether), C12CN(CC2O1)C(=O)OCC1=CC=CC=C1 (benzyl 6-oxa-3-azabicyclo[3.1.0]hexane-3-carboxylate). Solvent: C1CCOC1 (THF). Conditions: time 1 hour. Product: OC1CN(CC1C)C(=O)OCC1=CC=CC=C1 ((+/−)-benzyl 3-hydroxy-4-methylpyrrolidine-1-carboxylate). Yield: 87.4%. As a reaction SMILES: C[Mg]Br.[CH3:4]COCC.[CH:9]12[O:14][CH:13]1[CH2:12][N:11]([C:15]([O:17][CH2:18][C:19]1[CH:24]=[CH:23][CH:22]=[CH:21][CH:20]=1)=[O:16])[CH2:10]2>C1COCC1>[OH:14][CH:13]1[CH:9]([CH3:4])[CH2:10][N:11]([C:15]([O:17][CH2:18][C:19]2[CH:24]=[CH:23][CH:22]=[CH:21][CH:20]=2)=[O:16])[CH2:12]1. Procedure: 3M methylmagnesium bromide in ether (99 ml, 296 mmol) was added dropwise over 1 hour to a suspension of benzyl 6-oxa-3-azabicyclo[3.1.0]hexane-3-carboxylate (26 g, 119 mmol) and copper bromide-dimethyl sulfide complex (24.38 g, 119 mmol) in anhydrous THF (250 ml) at −40° C. under a nitrogen atmosphere. The reaction was allowed to stir at this temperature for an additional 1 hour before cautiously quenching of the reaction using 125 mL sat. ammonium chloride. The reaction was then allowed to warm... The reactants are Cc1cccc([N+](=O)[O-])c1CNc1cccn2c(C)c(C)nc12, CO. Yields the product Cc1cccc(N)c1CNc1cccn2c(C)c(C)nc12. RXN SMILES: [CH3:1][c:2]1[cH:3][cH:4][cH:5][c:6]([N+:21]([O-:22])=[O:23])[c:7]1[CH2:8][NH:9][c:10]1[c:11]2[n:12]([cH:13][cH:14][cH:15]1)[c:16]([CH3:20])[c:17]([CH3:19])[n:18]2.[CH3:24][OH:25]>>[CH3:1][c:2]1[cH:3][cH:4][cH:5][c:6]([NH2:21])[c:7]1[CH2:8][NH:9][c:10]1[c:11]2[n:12]([cH:13][cH:14][cH:15]1)[c:16]([CH3:20])[c:17]([CH3:19])[n:18]2. The reactants are COC(C1=CC=C2CCCN(C2=N1)C(=O)OC1=CC=CC=C1)OC (phenyl 7-(dimethoxymethyl)-3,4-dihydro-1,8-naphthyridine-1(2H)-carboxylate), COC1=CC(=NC=N1)N (6-methoxypyrimidin-4-amine), intermediate 6. Product: COC(C1=CC=C2CCCN(C2=N1)C(=O)NC1=NC=NC(=C1)OC)OC (7-(dimethoxymethyl)-N-(6-methoxypyrimidin-4-yl)-3,4-dihydro-1,8-naphthyridine-1(2H)-carboxamide). As a reaction SMILES: [CH3:1][O:2][CH:3]([O:23][CH3:24])[C:4]1[N:13]=[C:12]2[C:7]([CH2:8][CH2:9][CH2:10][N:11]2[C:14]([O:16]C2C=CC=CC=2)=O)=[CH:6][CH:5]=1.[CH3:25][O:26][C:27]1[N:32]=[CH:31][N:30]=[C:29]([NH2:33])[CH:28]=1>>[CH3:24][O:23][CH:3]([O:2][CH3:1])[C:4]1[N:13]=[C:12]2[C:7]([CH2:8][CH2:9][CH2:10][N:11]2[C:14]([NH:33][C:29]2[CH:28]=[C:27]([O:26][CH3:25])[N:32]=[CH:31][N:30]=2)=[O:16])=[CH:6][CH:5]=1. Procedure details: From intermediate 3 and 6-methoxypyrimidin-4-amine, reacted in an analogous manner to the preparation of intermediate 6. (UPLC-MS 1) tR 1.06 min; ESI-MS 360.2 [M+H]+. The reactants are COC(=O)c1ccc(CCN(Cc2ccccn2)C(=O)OC(C)(C)C)cc1, C1CCOC1, CO, [Na+], [OH-]. The product is CC(C)(C)OC(=O)N(CCc1ccc(C(=O)O)cc1)Cc1ccccn1. As a reaction SMILES: [C:1](=[O:2])([O:3][C:4]([CH3:5])([CH3:6])[CH3:7])[N:8]([CH2:9][c:10]1[cH:11][cH:12][cH:13][cH:14][n:15]1)[CH2:16][CH2:17][c:18]1[cH:19][cH:20][c:21]([C:22](=[O:23])[O:24][CH3:25])[cH:26][cH:27]1.[CH2:32]1[O:33][CH2:34][CH2:35][CH2:36]1.[CH3:28][OH:29].[Na+:31].[OH-:30]>>[C:1](=[O:2])([O:3][C:4]([CH3:5])([CH3:6])[CH3:7])[N:8]([CH2:9][c:10]1[cH:11][cH:12][cH:13][cH:14][n:15]1)[CH2:16][CH2:17][c:18]1[cH:19][cH:20][c:21]([C:22](=[O:23])[OH:24])[cH:26][cH:27]1. The reactants are resultant solution, ice, S(=O)(=O)(OC)OC (Dimethyl sulfate), C(SC)(SC)=S (dimethyl trithiocarbonate), F[B-](F)(F)F.[H+] (tetrafluoroboric acid). The solvent is C(C)#N (acetonitrile). Conditions: temperature 90 celsius. Yields the product F[B-](F)(F)F.CSC(SC)=[S+]C ((bis-methylsulfanyl-methylene)-methyl-sulfonium tetrafluoroborate salt). Yield: 83.0%. RXN SMILES: S(OC)(O[CH3:5])(=O)=O.[C:8](=[S:13])([S:11][CH3:12])[S:9][CH3:10].[F:14][B-:15]([F:18])([F:17])[F:16].[H+]>C(#N)C>[F:14][B-:15]([F:18])([F:17])[F:16].[CH3:10][S:9][C:8](=[S+:13][CH3:5])[S:11][CH3:12] |f:2.3,5.6|. Procedure: Dimethyl sulfate (22.84 mL, 240 mmol) and dimethyl trithiocarbonate (26.48 mL, 240 mmol) were added to acetonitrile (80 mL). The resultant dark yellow solution was heated to 90° C. for 2 hours. The mixture was then allowed to cool to 55° C. and then a solution of tetrafluoroboric acid (54% in diethyl ether, 48 mL) was added over 5 min time. The resultant solution was stirred for an additional 15 min, followed by pouring it into a solution of ice-cold diethyl ether (600 mL). The white solid that ... Reactants: CCOCC1COC(=O)N1c1ccc(C(=O)N2CCNCC2)cc1, Clc1cnc(Cl)c(Cl)c1. Yields the product CCOCC1COC(=O)N1c1ccc(C(=O)N2CCN(c3ncc(Cl)cc3Cl)CC2)cc1. Reaction SMILES: [CH2:1]([CH3:2])[O:3][CH2:4][CH:5]1[N:6]([c:11]2[cH:12][cH:13][c:14]([C:17](=[O:18])[N:19]3[CH2:20][CH2:21][NH:22][CH2:23][CH2:24]3)[cH:15][cH:16]2)[C:7](=[O:10])[O:8][CH2:9]1.[Cl:25][c:26]1[n:27][cH:28][c:29]([Cl:33])[cH:30][c:31]1[Cl:32]>>[CH2:1]([CH3:2])[O:3][CH2:4][CH:5]1[N:6]([c:11]2[cH:12][cH:13][c:14]([C:17](=[O:18])[N:19]3[CH2:20][CH2:21][N:22]([c:26]4[n:27][cH:28][c:29]([Cl:33])[cH:30][c:31]4[Cl:32])[CH2:23][CH2:24]3)[cH:15][cH:16]2)[C:7](=[O:10])[O:8][CH2:9]1. Reactants: OCCCCOC(C=C)=O (4-hydroxybutylacrylate), COC(C(=C)C)=O (methylmethacrylate), CC(C)(C#N)N=NC(C)(C)C#N (AIBN). Solvent: C1CCOC1 (THF). Reaction conditions: temperature 67.5 celsius, time 12.5 hour. The product is OCCCCOC(C=C)=O.COC(C(=C)C)=O (4-hydroxybutylacrylate methylmethacrylate), Formula 17. Isolated yield 80.0%. As a reaction SMILES: [OH:1][CH2:2][CH2:3][CH2:4][CH2:5][O:6][C:7](=[O:10])[CH:8]=[CH2:9].[CH3:11][O:12][C:13](=[O:17])[C:14]([CH3:16])=[CH2:15].CC(N=NC(C#N)(C)C)(C#N)C>C1COCC1>[OH:1][CH2:2][CH2:3][CH2:4][CH2:5][O:6][C:7](=[O:10])[CH:8]=[CH2:9].[CH3:11][O:12][C:13](=[O:17])[C:14]([CH3:16])=[CH2:15] |f:4.5|. Procedure: To a 500 ml round-bottom flask was added 0.3 mole of 9-anthracenemethylacrylate, 0.5 mole of 4-hydroxybutylacrylate, 0.2 mole of methylmethacrylate, 300 g of THF, and 0.1-3 g of AIBN. The resulting solution was stirred at 60-75° C. for 5-20 hours under nitrogen atmosphere. The reaction mixture was precipitated in ethyl ether or n-hexane. The precipitate was filtered and dried to provide poly[9-anthracenemethylacrylate/4-hydroxybutylacrylate/methylmethacrylate] copolymer of Formula 17. Yield: 80%... Starting materials: ClCCl, NCC1OCC(Cl)O1, CC(Oc1cc(Oc2ccc(C(F)(F)F)cc2)ccc1[N+](=O)[O-])C(=O)Cl. Yields the product CC(Oc1cc(Oc2ccc(C(F)(F)F)cc2)ccc1[N+](=O)[O-])C(=O)NCC1OCC(Cl)O1. Reaction SMILES: [CH2:35]([Cl:36])[Cl:37].[Cl:1][CH:2]1[O:3][CH:4]([CH2:7][NH2:8])[O:5][CH2:6]1.[N+:9](=[O:10])([O-:11])[c:12]1[c:13]([O:14][CH:15]([C:16](=[O:17])[Cl:18])[CH3:19])[cH:20][c:21]([O:24][c:25]2[cH:26][cH:27][c:28]([C:31]([F:32])([F:33])[F:34])[cH:29][cH:30]2)[cH:22][cH:23]1>>[Cl:1][CH:2]1[O:3][CH:4]([CH2:7][NH:8][C:16]([CH:15]([O:14][c:13]2[c:12]([N+:9](=[O:10])[O-:11])[cH:23][cH:22][c:21]([O:24][c:25]3[cH:26][cH:27][c:28]([C:31]([F:32])([F:33])[F:34])[cH:29][cH:30]3)[cH:20]2)[CH3:19])=[O:17])[O:5][CH2:6]1. Starting materials: [BH4-], Nc1cc(C#Cc2ccc(-c3ccc(Cl)cc3)cn2)ccc1OCCN1CCCC1, [Na+], [Na+], O=C([O-])O, CN(C)C=O. The product is CNc1cc(C#Cc2ccc(-c3ccc(Cl)cc3)cn2)ccc1OCCN1CCCC1. Reaction SMILES: [BH4-:31].[Cl:1][c:2]1[cH:3][cH:4][c:5](-[c:8]2[cH:9][cH:10][c:11]([C:14]#[C:15][c:16]3[cH:17][cH:18][c:19]([O:23][CH2:24][CH2:25][N:26]4[CH2:27][CH2:28][CH2:29][CH2:30]4)[c:20]([NH2:22])[cH:21]3)[n:12][cH:13]2)[cH:6][cH:7]1.[Na+:32].[Na+:37].[O-:33][C:34]([OH:35])=[O:36].[O:38]=[CH:39][N:40]([CH3:41])[CH3:42]>>[Cl:1][c:2]1[cH:3][cH:4][c:5](-[c:8]2[cH:9][cH:10][c:11]([C:14]#[C:15][c:16]3[cH:17][cH:18][c:19]([O:23][CH2:24][CH2:25][N:26]4[CH2:27][CH2:28][CH2:29][CH2:30]4)[c:20]([NH:22][CH3:34])[cH:21]3)[n:12][cH:13]2)[cH:6][cH:7]1.